This data is from the Open Reaction Database (ORD), a public repository of structured organic reaction records. The task is: describe an organic reaction: reactants, conditions, products, and yield As a reaction SMILES: [CH2:1]([CH3:2])[O:3][C:4](=[O:5])[c:6]1[nH:7][c:8]2[cH:9][cH:10][c:11]([C:15]([NH:16][CH2:17][CH2:18][NH:19][C:20](=[O:21])[O:22][C:23]([CH3:24])([CH3:25])[CH3:26])=[O:27])[cH:12][c:13]2[cH:14]1.[CH3:30][OH:31].[Na+:29].[OH-:28]>>[O:3]=[C:4]([OH:5])[c:6]1[nH:7][c:8]2[cH:9][cH:10][c:11]([C:15]([NH:16][CH2:17][CH2:18][NH:19][C:20](=[O:21])[O:22][C:23]([CH3:24])([CH3:25])[CH3:26])=[O:27])[cH:12][c:13]2[cH:14]1. Reactants: CCOC(=O)c1cc2cc(C(=O)NCCNC(=O)OC(C)(C)C)ccc2[nH]1, CO, [Na+], [OH-]. The product is CC(C)(C)OC(=O)NCCNC(=O)c1ccc2[nH]c(C(=O)O)cc2c1. Reactants: C(OC1=CC=CC=C1)(OC1=CC=CC=C1)=O (diphenyl carbonate), C(C1=CC=CC=C1)(=O)OC1=CC=CC=C1 (phenyl benzoate), C(OC)(OC)=O (dimethyl carbonate), C(OC)(OC1=CC=CC=C1)=O (methyl phenyl carbonate). Reagents/catalysts: CC([O-])C.CC([O-])C.CC([O-])C.CC([O-])C.[Ti+4] (titanium tetraisopropoxide). Product: C(C1=CC=CC=C1)(=O)OC (methyl benzoate). The yield is 40.0%. RXN SMILES: [C:1]([O:9][C:10]1C=CC=CC=1)(=[O:8])[C:2]1[CH:7]=[CH:6][CH:5]=[CH:4][CH:3]=1.C(=O)(OC)OC.C(=O)(OC1C=CC=CC=1)OC.C(=O)(OC1C=CC=CC=1)OC1C=CC=CC=1>CC(C)[O-].CC(C)[O-].CC(C)[O-].CC(C)[O-].[Ti+4]>[C:1]([O:9][CH3:10])(=[O:8])[C:2]1[CH:7]=[CH:6][CH:5]=[CH:4][CH:3]=1 |f:4.5.6.7.8|. Procedure: Into an autoclave made of SUS316 having an internal volume of 100 ml were charged the above-produced phenyl benzoate 30 g (151 mmole), dimethyl carbonate 6.82 g (75.7 mmole) and titanium tetraisopropoxide 0.43 g (1.51 mmole). The pressure was elevated to 20 kg/cm2 with nitrogen, and the contents were reacted for three hours at 150° C. After completing the reaction, the reaction mixture was analyzed by gas chromatography. As a result, the yield of methyl phenyl carbonate was 19%, and the yield of... Reactants: BrCc1ccccc1, [H-], NC(=O)c1ccc(O)cc1N, [Na+], CN(C)C=O. Yields the product NC(=O)c1ccc(OCc2ccccc2)cc1N. Reaction SMILES: [Br:14][CH2:15][c:16]1[cH:17][cH:18][cH:19][cH:20][cH:21]1.[H-:2].[NH2:3][c:4]1[c:5]([C:6](=[O:7])[NH2:8])[cH:9][cH:10][c:11]([OH:13])[cH:12]1.[Na+:1].[O:22]=[CH:23][N:24]([CH3:25])[CH3:26]>>[NH2:3][c:4]1[c:5]([C:6](=[O:7])[NH2:8])[cH:9][cH:10][c:11]([O:13][CH2:15][c:16]2[cH:17][cH:18][cH:19][cH:20][cH:21]2)[cH:12]1. The reactants are CC1(C)OB(c2cnc3[nH]ccc3c2)OC1(C)C, CC(C)(O)c1cc2c(N3CCOCC3)nc(Cl)nc2s1. Product: CC(C)(O)c1cc2c(N3CCOCC3)nc(-c3cnc4[nH]ccc4c3)nc2s1. Reaction SMILES: [CH3:21][C:22]1([CH3:23])[C:24]([CH3:25])([CH3:26])[O:27][B:28]([c:29]2[cH:30][c:31]3[c:32]([n:33][cH:34]2)[nH:35][cH:36][cH:37]3)[O:38]1.[Cl:1][c:2]1[n:3][c:4]([N:15]2[CH2:16][CH2:17][O:18][CH2:19][CH2:20]2)[c:5]2[c:6]([n:7]1)[s:8][c:9]([C:11]([CH3:12])([CH3:13])[OH:14])[cH:10]2>>[c:2]1(-[c:29]2[cH:30][c:31]3[c:32]([n:33][cH:34]2)[nH:35][cH:36][cH:37]3)[n:3][c:4]([N:15]2[CH2:16][CH2:17][O:18][CH2:19][CH2:20]2)[c:5]2[c:6]([n:7]1)[s:8][c:9]([C:11]([CH3:12])([CH3:13])[OH:14])[cH:10]2.